describe an organic reaction: reactants, conditions, products, and yield From a dataset of the Open Reaction Database (ORD), a public repository of structured organic reaction records. Procedure: To a stirred solution of allyl bromide (39.7 ml, 459.18 mmol) and tert-butylnitrite (5.5 ml, 45.91 mmol) in acetonitrile (30 ml) was added methyl 6-nitroanthranilic acid (6.0 g, 30.61 mmol) portion-wise at room temperature and the mixture was further stirred for 1 h. The volatile components were evaporated under reduced pressure and the residue was diluted with water. The mixture was extracted with ethyl acetate (2×50 ml) and the combined organic extracts were washed with water and dried over an... The reactants are C(C=C)Br (allyl bromide), C(C)(C)(C)ON=O (tert-butylnitrite), CNC=1C(C(=O)O)=C(C=CC1)[N+](=O)[O-] (methyl 6-nitroanthranilic acid). The product is C(C=C)C1=C(C(=O)OC)C(=CC=C1)[N+](=O)[O-] (Methyl 2-allyl-6-nitrobenzoate). Conditions: time 1 hour. Run in C(C)#N (acetonitrile). Reaction SMILES: [CH2:1](Br)[CH:2]=[CH2:3].[C:5](ON=O)(C)(C)C.CN[C:14]1[C:15](=[C:19]([N+:23]([O-:25])=[O:24])[CH:20]=[CH:21][CH:22]=1)[C:16]([OH:18])=[O:17]>C(#N)C>[CH2:1]([C:14]1[CH:22]=[CH:21][CH:20]=[C:19]([N+:23]([O-:25])=[O:24])[C:15]=1[C:16]([O:18][CH3:5])=[O:17])[CH:2]=[CH2:3]. The yield is 62.0%. Reactants: CCO, [Cl-], O=[N+]([O-])c1cnc(OC(C(F)(F)F)C(F)(F)F)c(Cl)c1, [Fe], [NH4+], O. The product is Nc1cnc(OC(C(F)(F)F)C(F)(F)F)c(Cl)c1. As a reaction SMILES: [CH3:23][CH2:24][OH:25].[Cl-:21].[Cl:1][c:2]1[c:3]([O:11][CH:12]([C:13]([F:14])([F:15])[F:16])[C:17]([F:18])([F:19])[F:20])[n:4][cH:5][c:6]([N+:8]([O-:9])=[O:10])[cH:7]1.[Fe:27].[NH4+:22].[OH2:26]>>[Cl:1][c:2]1[c:3]([O:11][CH:12]([C:13]([F:14])([F:15])[F:16])[C:17]([F:18])([F:19])[F:20])[n:4][cH:5][c:6]([NH2:8])[cH:7]1. Starting materials: CCCN(CC(Br)CC)S(=O)(=O)c1ccc(OC(F)(F)F)cc1, CCOC(=O)COc1ccc(S)cc1C, CCOCC, CCCCCCC, CCO, Cl, [K+], [K+], O=C([O-])[O-], CN(C)C=O. The product is CCCN(CC(CC)Sc1ccc(OCC(=O)OCC)c(C)c1)S(=O)(=O)c1ccc(OC(F)(F)F)cc1. Reaction SMILES: [Br:22][CH:23]([CH2:24][N:25]([S:26](=[O:27])(=[O:28])[c:29]1[cH:30][cH:31][c:32]([O:35][C:36]([F:37])([F:38])[F:39])[cH:33][cH:34]1)[CH2:40][CH2:41][CH3:42])[CH2:43][CH3:44].[CH2:1]([CH3:2])[O:3][C:4]([CH2:5][O:6][c:7]1[c:8]([CH3:14])[cH:9][c:10]([SH:13])[cH:11][cH:12]1)=[O:15].[CH3:51][CH2:52][O:53][CH2:54][CH3:55].[CH3:56][CH2:57][CH2:58][CH2:59][CH2:60][CH2:61][CH3:62].[CH3:63][CH2:64][OH:65].[ClH:45].[K+:16].[K+:17].[O-:18][C:19]([O-:20])=[O:21].[O:46]=[CH:47][N:48]([CH3:49])[CH3:50]>>[CH2:1]([CH3:2])[O:3][C:4]([CH2:5][O:6][c:7]1[c:8]([CH3:14])[cH:9][c:10]([S:13][CH:23]([CH2:24][N:25]([S:26](=[O:27])(=[O:28])[c:29]2[cH:30][cH:31][c:32]([O:35][C:36]([F:37])([F:38])[F:39])[cH:33][cH:34]2)[CH2:40][CH2:41][CH3:42])[CH2:43][CH3:44])[cH:11][cH:12]1)=[O:15]. The reactants are N1C=C(C=C1)C(=O)O (pyrrole 3-carboxylic acid), C(CCC)SCl (Butylsulfenyl Chloride), O1CCCC1 (tetrahydrofuran). Reaction conditions: time 1 hour. Yields the product C(CCC)C1=CC(=CN1)C(=S)O (5-butylthiopyrrole-3-carboxylic acid). As a reaction SMILES: [NH:1]1[CH:5]=[CH:4][C:3]([C:6]([OH:8])=O)=[CH:2]1.C([S:13]Cl)CCC.O1[CH2:19][CH2:18][CH2:17][CH2:16]1>>[CH2:16]([C:5]1[NH:1][CH:2]=[C:3]([C:6]([OH:8])=[S:13])[CH:4]=1)[CH2:17][CH2:18][CH3:19]. Reported procedure: Under nitrogen, pyrrole 3-carboxylic acid (4.44 g., 40 mmoles) was dissolved in 50 ml. of tetrahydrofuran and the solution cooled in an ice-water bath. A solution of butylsulfenyl chloride (Example 46, estimated to contain 4.96 g., 40 mmoles) was added dropwise. The bath was removed and stirring continued for 1 hour at room temperature. An equal volume of ether was added, the mixture was filtered, and the filtrate evaporated to an oil (8.3 g.). The oil was chromatographed on 250 g. silica gel, w... The reactants are CS(=O)(=O)N1CCC(N)CC1, Fc1cccc(F)c1-c1n[nH]c2nc(Cl)ncc12, O=C(O)C(F)(F)F. Product: CS(=O)(=O)N1CCC(Nc2ncc3c(-c4c(F)cccc4F)n[nH]c3n2)CC1. Reaction SMILES: [CH3:19][S:20](=[O:21])(=[O:22])[N:23]1[CH2:24][CH2:25][CH:26]([NH2:29])[CH2:27][CH2:28]1.[Cl:1][c:2]1[n:3][cH:4][c:5]2[c:6]([n:7]1)[nH:8][n:9][c:10]2-[c:11]1[c:12]([F:18])[cH:13][cH:14][cH:15][c:16]1[F:17].[F:30][C:31]([F:32])([F:33])[C:34]([OH:35])=[O:36]>>[c:2]1([NH:29][CH:26]2[CH2:25][CH2:24][N:23]([S:20]([CH3:19])(=[O:21])=[O:22])[CH2:28][CH2:27]2)[n:3][cH:4][c:5]2[c:6]([n:7]1)[nH:8][n:9][c:10]2-[c:11]1[c:12]([F:18])[cH:13][cH:14][cH:15][c:16]1[F:17]. The reactants are ClC=1C=C(C=CC1Cl)[C@@H](CCI)NC(OC(C)(C)C)=O ((R)-tert-butyl 1-(3,4-dichlorophenyl)-3-iodopropylcarbamate), C[S-].[Na+] (sodium methanethiolate), O (water). Run in CS(=O)C (DMSO). The product is ClC=1C=C(C=CC1Cl)[C@@H](CCSC)NC(OC(C)(C)C)=O ((R)-tert-butyl 1-(3,4-dichlorophenyl)-3-(methylthio)propylcarbamate). Isolated yield 60.0%. Reaction SMILES: [Cl:1][C:2]1[CH:3]=[C:4]([C@H:9]([NH:13][C:14](=[O:20])[O:15][C:16]([CH3:19])([CH3:18])[CH3:17])[CH2:10][CH2:11]I)[CH:5]=[CH:6][C:7]=1[Cl:8].[CH3:21][S-:22].[Na+].O>CS(C)=O>[Cl:1][C:2]1[CH:3]=[C:4]([C@H:9]([NH:13][C:14](=[O:20])[O:15][C:16]([CH3:19])([CH3:18])[CH3:17])[CH2:10][CH2:11][S:22][CH3:21])[CH:5]=[CH:6][C:7]=1[Cl:8] |f:1.2|. Procedure details: A solution of 366 (810 mg, 1.88 mmol) and sodium methanethiolate (158 mg, 2.26 mmol) in DMSO (4 mL) was stirred at 50° C. overnight. The mixture was poured into water, extracted with EtOAc, washed with brine, dried (MgSO4), and concentrated in vacuo to afford 395 mg (60%) of (R)-tert-butyl 1-(3,4-dichlorophenyl)-3-(methylthio)propylcarbamate (372). Starting materials: CS(=O)(=O)OCc1cc(Cl)cc(OC(F)(F)F)c1, CS(C)=O, N#C[Na]. Product: N#CCc1cc(Cl)cc(OC(F)(F)F)c1. RXN SMILES: [CH3:1][S:2]([O:3][CH2:6][c:7]1[cH:8][c:9]([Cl:18])[cH:10][c:11]([O:13][C:14]([F:15])([F:16])[F:17])[cH:12]1)(=[O:4])=[O:5].[CH3:22][S:23]([CH3:24])=[O:25].[Na:19][C:20]#[N:21]>>[CH2:6]([c:7]1[cH:8][c:9]([Cl:18])[cH:10][c:11]([O:13][C:14]([F:15])([F:16])[F:17])[cH:12]1)[C:20]#[N:21].